Dataset: the Open Reaction Database (ORD), a public repository of structured organic reaction records. Task: describe an organic reaction: reactants, conditions, products, and yield The reactants are O=C([O-])[O-], CN(C)C=O, COc1ccc(S(=O)(=O)NC(C)c2ccccc2-c2ccc(F)cc2F)c(OC)c1, [K+], [K+]. Product: COc1ccc(S(=O)(=O)N2c3cc(F)ccc3-c3ccccc3C2C)c(OC)c1. Reaction SMILES: [C:31](=[O:32])([O-:33])[O-:34].[CH3:37][N:38]([CH3:39])[CH:40]=[O:41].[F:1][c:2]1[c:3](-[c:9]2[c:10]([CH:15]([CH3:16])[NH:17][S:18](=[O:19])(=[O:20])[c:21]3[c:22]([O:29][CH3:30])[cH:23][c:24]([O:27][CH3:28])[cH:25][cH:26]3)[cH:11][cH:12][cH:13][cH:14]2)[cH:4][cH:5][c:6]([F:8])[cH:7]1.[K+:35].[K+:36]>>[c:2]12[c:3]([cH:4][cH:5][c:6]([F:8])[cH:7]1)-[c:9]1[c:10]([cH:11][cH:12][cH:13][cH:14]1)[CH:15]([CH3:16])[N:17]2[S:18](=[O:19])(=[O:20])[c:21]1[c:22]([O:29][CH3:30])[cH:23][c:24]([O:27][CH3:28])[cH:25][cH:26]1. The yield is 79.8%. Conditions: time 4 hour. Starting materials: FC(C(=O)O)(F)F (Trifluoroacetic acid), ice, ClC1=CN(C2=C1C(=NC=C2)NC(C)(CC(C)(C)C)C)C(=O)OCC2=CC=CC=C2 (benzyl 3-chloro-4-[(2,4,4-trimethylpentan-2-yl)amino]-1H-pyrrolo[3,2-c]pyridine-1-carboxylate). As a reaction SMILES: FC(F)(F)C(O)=O.[Cl:8][C:9]1[C:13]2[C:14]([NH:18]C(C)(CC(C)(C)C)C)=[N:15][CH:16]=[CH:17][C:12]=2[N:11]([C:27]([O:29][CH2:30][C:31]2[CH:36]=[CH:35][CH:34]=[CH:33][CH:32]=2)=[O:28])[CH:10]=1>ClCCl>[NH2:18][C:14]1[C:13]2[C:9]([Cl:8])=[CH:10][N:11]([C:27]([O:29][CH2:30][C:31]3[CH:32]=[CH:33][CH:34]=[CH:35][CH:36]=3)=[O:28])[C:12]=2[CH:17]=[CH:16][N:15]=1. The solvent is ClCCl (dichloromethane). Yields the product NC1=NC=CC2=C1C(=CN2C(=O)OCC2=CC=CC=C2)Cl (benzyl 4-amino-3-chloro-1H-pyrrolo[3,2-c]pyridine-1-carboxylate). Procedure: Trifluoroacetic acid (1.5 mL) was added drop wise to an ice-cooled suspension of benzyl 3-chloro-4-[(2,4,4-trimethylpentan-2-yl)amino]-1H-pyrrolo[3,2-c]pyridine-1-carboxylate (610 mg) in dichloromethane (10 mL). The reaction mixture was stirred at room temperature for about 4 hours. Upon completion, the reaction mixture was concentrated under vacuum and the residue was stirred in excess aqueous ammonia solution. The precipitated solid was filtered under suction, washed with water and dried to af... Starting materials: C(C)(=O)OCC (ethyl acetate), ClC=1C=C(C=CC1Cl)C1(CN(CC1)C(C1=CC(=C(C(=C1)OC)OC)OC)=O)CCCS(=O)(=O)[O-] (2-[3-(3,4-dichloro-phenyl)-1-(3,4,5-trimethoxy-benzoyl)-pyrrolidin-3-yl]-ethyl-methanesulfonate), N1=CC(=CC=C1)C1(CCNCC1)C(=O)N (4-(pyridin-3-yl)-piperidine-4-carboxylic acid amide). Run in CO.ClCCl (methanol dichloromethane), CO.ClCCl (methanol dichloromethane), CO.ClCCl (methanol dichloromethane), CO.ClCCl (methanol dichloromethane). Yields the product ClC=1C=C(C=CC1Cl)C1(CN(CC1)C(C1=CC(=C(C(=C1)OC)OC)OC)=O)CCN1CCC(CC1)(C(=O)N)C=1C=NC=CC1 (1-[2-[3-(3,4-dichloro-phenyl)-1-(3,4,5-trimethoxy-benzoyl)-pyrrolidin-3-yl]-ethyl]-4-(pyridin-3-yl)-piperidine-4-carboxylic acid amide). RXN SMILES: [Cl:1][C:2]1[CH:3]=[C:4]([C:9]2([CH2:28][CH2:29]CS([O-])(=O)=O)[CH2:13][CH2:12][N:11]([C:14](=[O:27])[C:15]3[CH:20]=[C:19]([O:21][CH3:22])[C:18]([O:23][CH3:24])=[C:17]([O:25][CH3:26])[CH:16]=3)[CH2:10]2)[CH:5]=[CH:6][C:7]=1[Cl:8].[N:35]1[CH:40]=[CH:39][CH:38]=[C:37]([C:41]2([C:47]([NH2:49])=[O:48])[CH2:46][CH2:45][NH:44][CH2:43][CH2:42]2)[CH:36]=1.C(OCC)(=O)C>CO.ClCCl>[Cl:1][C:2]1[CH:3]=[C:4]([C:9]2([CH2:28][CH2:29][N:44]3[CH2:45][CH2:46][C:41]([C:37]4[CH:36]=[N:35][CH:40]=[CH:39][CH:38]=4)([C:47]([NH2:49])=[O:48])[CH2:42][CH2:43]3)[CH2:13][CH2:12][N:11]([C:14](=[O:27])[C:15]3[CH:20]=[C:19]([O:21][CH3:22])[C:18]([O:23][CH3:24])=[C:17]([O:25][CH3:26])[CH:16]=3)[CH2:10]2)[CH:5]=[CH:6][C:7]=1[Cl:8] |f:3.4|. Procedure: Prepare by the method of example 88.6 using 2-[3-(3,4-dichloro-phenyl)-1-(3,4,5-trimethoxy-benzoyl)-pyrrolidin-3-yl]-ethyl-methanesulfonate (3.2 g, 6 mmol) and 4-(pyridin-3-yl)-piperidine-4-carboxylic acid amide (1.03 g, 5 mmol). Chromatograph on silica gel eluting sequentially with ethyl acetate, 4% methanol/dichloromethane, 6% methanol/dichloromethane, 8% methanol/dichloromethane, and then 10% methanol/dichloromethane to give the title compound: Rf =0.32 (silica gel, 10% methanol/dichlorometha... The reactants are O=C1CN=C(c2ccccn2)c2cc(Br)ccc2N1, [H-], [Na+], O=P(Cl)(N1CCOCC1)N1CCOCC1, C1CCOC1. The product is O=P(OC1=Nc2ccc(Br)cc2C(c2ccccn2)=NC1)(N1CCOCC1)N1CCOCC1. As a reaction SMILES: [Br:3][c:4]1[cH:5][cH:6][c:7]2[c:8]([cH:21]1)[C:9]([c:15]1[n:16][cH:17][cH:18][cH:19][cH:20]1)=[N:10][CH2:11][C:12](=[O:14])[NH:13]2.[H-:1].[Na+:2].[O:22]1[CH2:23][CH2:24][N:25]([P:28](=[O:29])([N:30]2[CH2:31][CH2:32][O:33][CH2:34][CH2:35]2)[Cl:36])[CH2:26][CH2:27]1.[O:37]1[CH2:38][CH2:39][CH2:40][CH2:41]1>>[Br:3][c:4]1[cH:5][cH:6][c:7]2[c:8]([cH:21]1)[C:9]([c:15]1[n:16][cH:17][cH:18][cH:19][cH:20]1)=[N:10][CH2:11][C:12]([O:14][P:28]([N:25]1[CH2:24][CH2:23][O:22][CH2:27][CH2:26]1)(=[O:29])[N:30]1[CH2:31][CH2:32][O:33][CH2:34][CH2:35]1)=[N:13]2. Reactants: BrC=1C=C(C=CC1)NC1=C(C=NC2=CN=C(C=C12)F)C#N (4-(3-bromo-phenylamino)-6-fluoro-[1.7]naphthyridine-3-carbonitrile), CN(CC[O-])C.[Na+] (sodium (2-dimethylamino-ethoxide)). Solvent: O1CCCC1 (tetrahydrofuran), O (water). The product is BrC=1C=C(C=CC1)NC1=C(C=NC2=CN=C(C=C12)OCCN(C)C)C#N (4-(3-bromo-phenylamino)-6-(2-dimethylamino-ethoxy)-[1.7]naphthyridine-3-carbonitrile). RXN SMILES: [Br:1][C:2]1[CH:3]=[C:4]([NH:8][C:9]2[C:18]3[C:13](=[CH:14][N:15]=[C:16](F)[CH:17]=3)[N:12]=[CH:11][C:10]=2[C:20]#[N:21])[CH:5]=[CH:6][CH:7]=1.[CH3:22][N:23]([CH3:27])[CH2:24][CH2:25][O-:26].[Na+]>O1CCCC1.O>[Br:1][C:2]1[CH:3]=[C:4]([NH:8][C:9]2[C:18]3[C:13](=[CH:14][N:15]=[C:16]([O:26][CH2:25][CH2:24][N:23]([CH3:27])[CH3:22])[CH:17]=3)[N:12]=[CH:11][C:10]=2[C:20]#[N:21])[CH:5]=[CH:6][CH:7]=1 |f:1.2|. Reported procedure: To 100 mg of 4-(3-bromo-phenylamino)-6-fluoro-[1.7]naphthyridine-3-carbonitrile under an inert atmosphere was added 3 mL of 1 M sodium (2-dimethylamino-ethoxide) in tetrahydrofuran. After refluxing for 3 hours, the reaction was diluted with water and the product extracted five times with chloroform. The crude product was purified by flash chromatography with 1% triethyl amine and 10% methanol/chloroform followed by recrystallized from chloroform/ether to give 100 mg of 4-(3-bromo-phenylamino)-6-... The reactants are FC1=C(C(=CC=C1C1=CC(=CC=C1)F)F)CNC=1C(=C(C=CC1F)O)F (3-[[2,6-difluoro-3-(3-fluorophenyl)phenyl]methylamino]-2,4-difluoro-phenol), C(=O)([O-])[O-].[Cs+].[Cs+] (Cs2CO3), O (water), BrCC(=O)OCC (ethyl 2-bromoacetate). Solvent: CN(C)C=O (DMF). Conditions: time 1 hour. Product: FC1=C(C(=CC=C1C1=CC(=CC=C1)F)F)CNC=1C(=C(OCC(=O)OCC)C=CC1F)F (Ethyl 2-[3-[[2,6-difluoro-3-(3-fluorophenyl)phenyl]methylamino]-2,4-difluoro-phenoxy]acetate). Isolated yield 64.8%. RXN SMILES: [F:1][C:2]1[C:7]([C:8]2[CH:13]=[CH:12][CH:11]=[C:10]([F:14])[CH:9]=2)=[CH:6][CH:5]=[C:4]([F:15])[C:3]=1[CH2:16][NH:17][C:18]1[C:19]([F:26])=[C:20]([OH:25])[CH:21]=[CH:22][C:23]=1[F:24].C([O-])([O-])=O.[Cs+].[Cs+].Br[CH2:34][C:35]([O:37][CH2:38][CH3:39])=[O:36].O>CN(C=O)C>[F:1][C:2]1[C:7]([C:8]2[CH:13]=[CH:12][CH:11]=[C:10]([F:14])[CH:9]=2)=[CH:6][CH:5]=[C:4]([F:15])[C:3]=1[CH2:16][NH:17][C:18]1[C:19]([F:26])=[C:20]([CH:21]=[CH:22][C:23]=1[F:24])[O:25][CH2:34][C:35]([O:37][CH2:38][CH3:39])=[O:36] |f:1.2.3|. Reported procedure: To a solution of 3-[[2,6-difluoro-3-(3-fluorophenyl)phenyl]methylamino]-2,4-difluoro-phenol (300 mg, 0.82 mmol, 1.0 eq) in DMF (5 mL) was added Cs2CO3 (375 mg, 1.15 mmol, 1.4 eq) at room temperature. The reaction mixture was stirred for 1 h, then ethyl 2-bromoacetate (151 mg, 0.90 mmol, 1.1 eq) was added. The reaction mixture was stirred for a further 1 h and the resulting mixture was poured into water and extracted with EtOAc. The organic extract was washed with water and brine, dried (Na2SO4),... The reactants are CNC(=O)COC(=O)Oc1ccc([N+](=O)[O-])cc1, ClCCCl, CC(C)(C)OC(=O)N1CCNCC1. The product is CNC(=O)COC(=O)N1CCN(C(=O)OC(C)(C)C)CC1. RXN SMILES: [C:1]([O:2][c:3]1[cH:4][cH:5][c:6]([N+:7]([O-:8])=[O:9])[cH:10][cH:11]1)([O:12][CH2:13][C:14](=[O:15])[NH:16][CH3:17])=[O:18].[Cl:32][CH2:33][CH2:34][Cl:35].[N:19]1([C:25](=[O:26])[O:27][C:28]([CH3:29])([CH3:30])[CH3:31])[CH2:20][CH2:21][NH:22][CH2:23][CH2:24]1>>[C:1]([O:12][CH2:13][C:14](=[O:15])[NH:16][CH3:17])(=[O:18])[N:22]1[CH2:21][CH2:20][N:19]([C:25](=[O:26])[O:27][C:28]([CH3:29])([CH3:30])[CH3:31])[CH2:24][CH2:23]1.